From a dataset of the Open Reaction Database (ORD), a public repository of structured organic reaction records. describe an organic reaction: reactants, conditions, products, and yield Procedure details: 1-Cyclohexyl-3-(2-hydroxy-3-methylphenyl)-1,3-propanedione (5.2 g) was dissolved in dichloromethane (50 ml). Trifluoroacetic acid (4 ml) was added to the solution and the mixture was stirred at room temperature for 2 hours. The reaction mixture was concentrated under reduced pressure and then extracted with ethyl acetate. The extract was washed with water, saturated aqueous sodium bicarbonate and then water and dried (MgSO4). The solvent was distilled off under reduced pressure and the residue w... The solvent is ClCCl (dichloromethane). Product: C1(CCCCC1)C=1OC2=C(C(C1)=O)C=CC=C2C (2-Cyclohexyl-8-methyl-4-oxo-4H-[1]-benzopyran). As a reaction SMILES: [CH:1]1([C:7](=[O:19])[CH2:8][C:9]([C:11]2[CH:16]=[CH:15][CH:14]=[C:13]([CH3:17])[C:12]=2O)=[O:10])[CH2:6][CH2:5][CH2:4][CH2:3][CH2:2]1.FC(F)(F)C(O)=O>ClCCl>[CH:1]1([C:7]2[O:19][C:12]3[C:13]([CH3:17])=[CH:14][CH:15]=[CH:16][C:11]=3[C:9](=[O:10])[CH:8]=2)[CH2:2][CH2:3][CH2:4][CH2:5][CH2:6]1. Run at time 2 hour. Reactants: C1(CCCCC1)C(CC(=O)C1=C(C(=CC=C1)C)O)=O (1-Cyclohexyl-3-(2-hydroxy-3-methylphenyl)-1,3-propanedione), FC(C(=O)O)(F)F (Trifluoroacetic acid). Starting materials: [Na] (sodium), OC1CN(CCC1C1=CC=C(C=C1)O)C(=O)OCC1=CC=CC=C1 (benzyl 3-hydroxy-4-(4-hydroxyphenyl)piperidine-1-carboxylate), F[B-](F)(F)F.F[B-](F)(F)F.F[N+]1=C(C=CC=C1)C1=[N+](C=CC=C1)F (N,N′-difluoro-2,2′-bipyridinium bis(tetrafluoroborate)). The solvent is C(C)#N (acetonitrile). Product: FC=1C=C(C=CC1O)C1C(CN(CC1)C(=O)OCC1=CC=CC=C1)O (Benzyl 4-(3-fluoro-4-hydroxyphenyl)-3-hydroxypiperidine-1-carboxylate), SiO2. As a reaction SMILES: [OH:1][CH:2]1[CH:7]([C:8]2[CH:13]=[CH:12][C:11]([OH:14])=[CH:10][CH:9]=2)[CH2:6][CH2:5][N:4]([C:15]([O:17][CH2:18][C:19]2[CH:24]=[CH:23][CH:22]=[CH:21][CH:20]=2)=[O:16])[CH2:3]1.[F:25][B-](F)(F)F.F[B-](F)(F)F.F[N+]1C=CC=CC=1C1C=CC=C[N+]=1F.[Na]>C(#N)C>[F:25][C:12]1[CH:13]=[C:8]([CH:7]2[CH2:6][CH2:5][N:4]([C:15]([O:17][CH2:18][C:19]3[CH:20]=[CH:21][CH:22]=[CH:23][CH:24]=3)=[O:16])[CH2:3][CH:2]2[OH:1])[CH:9]=[CH:10][C:11]=1[OH:14] |f:1.2.3,^1:48|. Reported procedure: A solution of 0.581 g of benzyl 3-hydroxy-4-(4-hydroxyphenyl)piperidine-1-carboxylate in 5 ml of acetonitrile is admixed with 0.320 g of N,N′-difluoro-2,2′-bipyridinium bis(tetrafluoroborate) and the suspension is subsequently heated at reflux over 15 hours. The reaction mixture is poured onto 10 ml of saturated aqueous sodium thiosulpphate solution and the mixture is extracted with 2×50 ml of ethyl acetate. The combined organic phases are washed with 10 ml each of 0.5 M HCl and brine, dried ove... Reactants: O=C(c1ccccc1)N1CCc2[nH]c3cccc(Br)c3c2CC1, COCCOC, CCOC(C)=O, CCCCCCC, OB(O)c1ccccc1F, [Na+], [Na+], O=C([O-])[O-], c1ccc(P(c2ccccc2)(c2ccccc2)[Pd](P(c2ccccc2)(c2ccccc2)c2ccccc2)(P(c2ccccc2)(c2ccccc2)c2ccccc2)P(c2ccccc2)(c2ccccc2)c2ccccc2)cc1. Product: O=C(c1ccccc1)N1CCc2[nH]c3cccc(-c4ccccc4F)c3c2CC1. As a reaction SMILES: [C:1]([c:2]1[cH:3][cH:4][cH:5][cH:6][cH:7]1)(=[O:8])[N:9]1[CH2:10][CH2:11][c:12]2[nH:13][c:14]3[cH:15][cH:16][cH:17][c:18]([Br:23])[c:19]3[c:20]2[CH2:21][CH2:22]1.[CH2:47]([CH2:48][O:49][CH3:50])[O:51][CH3:52].[CH3:34][CH2:35][O:36][C:37]([CH3:38])=[O:39].[CH3:40][CH2:41][CH2:42][CH2:43][CH2:44][CH2:45][CH3:46].[F:24][c:25]1[c:26]([B:31]([OH:32])[OH:33])[cH:27][cH:28][cH:29][cH:30]1.[Na+:53].[Na+:54].[O-:55][C:56](=[O:57])[O-:58].[cH:59]1[cH:60][cH:61][c:62]([P:63]([Pd:64]([P:65]([c:66]2[cH:67][cH:68][cH:69][cH:70][cH:71]2)([c:72]2[cH:73][cH:74][cH:75][cH:76][cH:77]2)[c:78]2[cH:79][cH:80][cH:81][cH:82][cH:83]2)([P:84]([c:85]2[cH:86][cH:87][cH:88][cH:89][cH:90]2)([c:91]2[cH:92][cH:93][cH:94][cH:95][cH:96]2)[c:97]2[cH:98][cH:99][cH:100][cH:101][cH:102]2)[P:103]([c:104]2[cH:105][cH:106][cH:107][cH:108][cH:109]2)([c:110]2[cH:111][cH:112][cH:113][cH:114][cH:115]2)[c:116]2[cH:117][cH:118][cH:119][cH:120][cH:121]2)([c:122]2[cH:123][cH:124][cH:125][cH:126][cH:127]2)[c:128]2[cH:129][cH:130][cH:131][cH:132][cH:133]2)[cH:134][cH:135]1>>[C:1]([c:2]1[cH:3][cH:4][cH:5][cH:6][cH:7]1)(=[O:8])[N:9]1[CH2:10][CH2:11][c:12]2[nH:13][c:14]3[cH:15][cH:16][cH:17][c:18](-[c:26]4[c:25]([F:24])[cH:30][cH:29][cH:28][cH:27]4)[c:19]3[c:20]2[CH2:21][CH2:22]1. Procedure details: A mixture of 7-methoxy-benzofuran-3 (2H)-one (1.64 g, 10 mmol) and 1-triphenylphosphoranylidene-2-propanone (4.77 g, 15 mmol) was refluxed in toluene (100 ml) for 48 hrs. At the end, reaction mixture was concentrated and loaded over a silica-gel column. The column was eluted with hexane (500 ml) and later with 25% ethyl acetate. The product, 1-(7-methoxy-1-benzofuran-3-yl)acetone, was obtained as a red oil. Yield: 1.4 g (68%); (M+H): 205. Reactants: COC1=CC=CC=2C(COC21)=O (7-methoxy-benzofuran-3 (2H)-one), C1(=CC=CC=C1)P(=CC(C)=O)(C1=CC=CC=C1)C1=CC=CC=C1 (1-triphenylphosphoranylidene-2-propanone). Run in C1(=CC=CC=C1)C (toluene). The product is COC1=CC=CC=2C(=COC21)CC(=O)C (1-(7-methoxy-1-benzofuran-3-yl)acetone). Reaction SMILES: [CH3:1][O:2][C:3]1[C:11]2[O:10][CH2:9][C:8](=O)[C:7]=2[CH:6]=[CH:5][CH:4]=1.C1(P(C2C=CC=CC=2)(C2C=CC=CC=2)=[CH:20][C:21](=[O:23])[CH3:22])C=CC=CC=1>C1(C)C=CC=CC=1>[CH3:1][O:2][C:3]1[C:11]2[O:10][CH:9]=[C:8]([CH2:20][C:21]([CH3:22])=[O:23])[C:7]=2[CH:6]=[CH:5][CH:4]=1. Reactants: OC1(CCN(CC1)[C@@H](C(=O)O[C@@H](C)C1=CC=CC=C1)C1=CC=CC=C1)C1=CC=CC=C1 ((S)-1-phenylethyl (R)-2-(4-hydroxy-4-phenylpiperidin-1-yl)-2-phenylacetate), FC(C(=O)O)(F)F (trifluoroacetic acid). The solvent is ClCCl (dichloromethane). Run at time 2 hour. Product: OC1(CCN(CC1)[C@@H](C(=O)O)C1=CC=CC=C1)C1=CC=CC=C1 ((R)-2-(4-Hydroxy-4-phenylpiperidin-1-yl)-2-phenylacetic acid). The yield is 87.9%. Reaction SMILES: [OH:1][C:2]1([C:26]2[CH:31]=[CH:30][CH:29]=[CH:28][CH:27]=2)[CH2:7][CH2:6][N:5]([C@H:8]([C:20]2[CH:25]=[CH:24][CH:23]=[CH:22][CH:21]=2)[C:9]([O:11][C@H](C2C=CC=CC=2)C)=[O:10])[CH2:4][CH2:3]1.FC(F)(F)C(O)=O>ClCCl>[OH:1][C:2]1([C:26]2[CH:31]=[CH:30][CH:29]=[CH:28][CH:27]=2)[CH2:3][CH2:4][N:5]([C@H:8]([C:20]2[CH:21]=[CH:22][CH:23]=[CH:24][CH:25]=2)[C:9]([OH:11])=[O:10])[CH2:6][CH2:7]1. Reported procedure: To a solution of (S)-1-phenylethyl (R)-2-(4-hydroxy-4-phenylpiperidin-1-yl)-2-phenylacetate (0.350 g, 0.84 mmol) in dichloromethane (5 mL) was added trifluoroacetic acid (1 mL) and the mixture was stirred at room temperature for 2 hours. The volatiles were subsequently removed in vacuo and the residue was purified by reverse-phase preparative HPLC (Primesphere C-18, 20×100 mm; CH3CN—H2O-0.1% TFA) to give the title compound (as TFA salt) as a white solid (0.230 g, 88%). LCMS: Anal. Calcd. for C19... The reactants are N(=O)[O-].[Na+] (sodium nitrite), NC=1C=C2NC(C(N(C2=CC1)CP(O)(=O)O)=O)=O (1-(6-amino-2,3-dioxo-1,2,3,4-tetrahydroquinoxalin-1-yl)methanephosphonic acid), S(O)(O)(=O)=O (sulfuric acid), [I-].[K+] (potassium iodide), N (ammonia). Solvent: O (water), O (water). Conditions: temperature 0 celsius, time 5 minute. Product: IC=1C=C2NC(C(N(C2=CC1)CP(O)(=O)O)=O)=O (1-(6-Iodo-2,3-dioxo-1,2,3,4-tetrahydroquinoxalin-1-yl)methanephosphonic acid). The yield is 15.8%. As a reaction SMILES: N[C:2]1[CH:3]=[C:4]2[C:9](=[CH:10][CH:11]=1)[N:8]([CH2:12][P:13]([OH:16])(=[O:15])[OH:14])[C:7](=[O:17])[C:6](=[O:18])[NH:5]2.S(=O)(=O)(O)O.N([O-])=O.[Na+].[I-:28].[K+].N>O>[I:28][C:2]1[CH:3]=[C:4]2[C:9](=[CH:10][CH:11]=1)[N:8]([CH2:12][P:13]([OH:16])(=[O:15])[OH:14])[C:7](=[O:17])[C:6](=[O:18])[NH:5]2 |f:2.3,4.5|. Procedure details: 180 mg of 1-(6-amino-2,3-dioxo-1,2,3,4-tetrahydroquinoxalin-1-yl)methanephosphonic acid is added dropwise to 10 ml of 25% strength sulfuric acid. After 5 minutes of agitation, a suspension of the salt is formed w which is cooled to 0° C. To this is added a solution of 60 mg of sodium nitrite in 2 ml of water. After 15 minutes of stirring at 0° C., the reaction mixture is almost dissolved. To this is added a solution of 180 mg of potassium iodide in 2 ml of water. The ice bath is removed and the ... The reactants are ClC=1SC2=C(N1)C=CC=C2 (2-Chlorobenzothiazole), N1CCNCC1 (piperazine). The solvent is alcohol. Product: N1(CCNCC1)C=1SC2=C(N1)C=CC=C2 (2-piperazinobenzothiazole). RXN SMILES: Cl[C:2]1[S:3][C:4]2[CH:10]=[CH:9][CH:8]=[CH:7][C:5]=2[N:6]=1.[NH:11]1[CH2:16][CH2:15][NH:14][CH2:13][CH2:12]1>>[N:11]1([C:2]2[S:3][C:4]3[CH:10]=[CH:9][CH:8]=[CH:7][C:5]=3[N:6]=2)[CH2:16][CH2:15][NH:14][CH2:13][CH2:12]1. Procedure details: 2-Chlorobenzothiazole (5.00 g), is heated in alcohol (75 ml) with 3.05 g piperazine (3.05 g) for 20 hr. The mixture is partitioned between methylene chloride/ether and aqueous sodium bicarbonate, the phases are separated, the organic phase is dried with sodium sulfate and concentrated to give 2-piperazinobenzothiazole which is reacted at 70° in acetonitrile (200 ml) with 21-bromo-17α-hydroxypregna-4,9(11)-diene-3,20-dione (7.45 g) and potassium carbonate (2.44 g) for 6 hr and at 20°-25° for 3 da... Reaction SMILES: [NH2:1][C:2]1[C:11]2[C:6](=[CH:7][C:8]([CH2:12][N:13]3[CH2:18][CH2:17][NH:16][CH:15]([CH2:19][CH2:20][CH3:21])[C:14]3=[O:22])=[CH:9][CH:10]=2)[N:5]=[CH:4][N:3]=1.[NH2:23][C:24]1[N:29]=[CH:28][C:27]([CH:30]=[CH:31][C:32](O)=[O:33])=[CH:26][CH:25]=1>>[NH2:23][C:24]1[N:29]=[CH:28][C:27]([CH:30]=[CH:31][C:32]([N:16]2[CH2:17][CH2:18][N:13]([CH2:12][C:8]3[CH:7]=[C:6]4[C:11]([C:2]([NH2:1])=[N:3][CH:4]=[N:5]4)=[CH:10][CH:9]=3)[C:14](=[O:22])[C@@H:15]2[CH2:19][CH2:20][CH3:21])=[O:33])=[CH:26][CH:25]=1. Procedure: The title compound is prepared as described in EXAMPLE 123, using 1-(4-aminoquinazoline-7-ylmethyl)-3-propyl-piperazine-2-one, EXAMPLE 78 and 3-(6-amino-pyridin-3-yl)-acrylic acid, EXAMPLE 36. 1H NMR (d6-DMSO, 300 MHz) δ9.73 (bs, 2H), 8.81 (s, 1H), 8.36 (m, 2H), 8.22 (m, 3H), 7.62 (d, 1H), 7.52 (m, 1H), 7.39 (m, 1H), 7.21 (m, 1H), 6.91 (d, 1H), 5.00 (m, 1H), 4.78 (m, 1H), 4.60 (m, 2H), 4.34 (m, 1H), 3.30 (m, 2H), 1.87 (m, 2H), 1.24 (m, 2H), 0.90 (m, 3H). MS (ion spray), m/z, 446, 448 (M+H), (Cl ... Product: NC1=CC=C(C=N1)C=CC(=O)N1[C@H](C(N(CC1)CC1=CC=C2C(=NC=NC2=C1)N)=O)CCC (4-[3-(6-Amino-pyridin-3-yl)-acryloyl]-1-(4-amino-quinazolin-7-ylmethyl)-3-(S)-propyl-piperazin-2-one). Starting materials: NC1=NC=NC2=CC(=CC=C12)CN1C(C(NCC1)CCC)=O (1-(4-aminoquinazoline-7-ylmethyl)-3-propyl-piperazine-2-one), NC1=CC=C(C=N1)C=CC(=O)O (3-(6-amino-pyridin-3-yl)-acrylic acid). Solvent: CO (MeOH). Product: OC1COC2=C(C=3N=C(SC13)C(=O)N)C=C(C=C2)C#CC(C)(C)O (4-Hydroxy-9-(3-hydroxy-3-methyl-but-1-ynyl)-4,5-dihydro-6-oxa-3-thia-1-aza-benzo[e]azulene-2-carboxylic acid amide). As a reaction SMILES: [OH:1][C:2]([CH3:24])([CH3:23])[C:3]#[C:4][C:5]1[CH:6]=[CH:7][C:8]2[O:17][CH2:16][C:15](=[O:18])[C:14]3[S:13][C:12]([C:19]([NH2:21])=[O:20])=[N:11][C:10]=3[C:9]=2[CH:22]=1.[BH4-].[Na+].O>CO>[OH:18][CH:15]1[C:14]2[S:13][C:12]([C:19]([NH2:21])=[O:20])=[N:11][C:10]=2[C:9]2[CH:22]=[C:5]([C:4]#[C:3][C:2]([OH:1])([CH3:23])[CH3:24])[CH:6]=[CH:7][C:8]=2[O:17][CH2:16]1 |f:1.2|. Run at time 2 hour. Reported procedure: To a solution of 9-(3-Hydroxy-3-methyl-but-1-ynyl)-4-oxo-4,5-dihydro-6-oxa-3-thia-1-aza-benzo[e]azulene-2-carboxylic acid amide (80 mg, 0.23 mmol) in MeOH (5 mL) at 0° C., NaBH4 (9 mg, 0.23 mmol) was added. The mixture was allowed to warm to room temperature, and stirred for 2 h, then water (2 mL) was added. The mixture was extracted with EtOAc (10 mL×3) and the combined organic layers were washed with brine, dried over Na2SO4, concentrated and purified by flash column chromatography (silica gel... The reactants are OC(C#CC=1C=CC2=C(C=3N=C(SC3C(CO2)=O)C(=O)N)C1)(C)C (9-(3-Hydroxy-3-methyl-but-1-ynyl)-4-oxo-4,5-dihydro-6-oxa-3-thia-1-aza-benzo[e]azulene-2-carboxylic acid amide), [BH4-].[Na+] (NaBH4), O (water). Isolated yield 36.6%.